From a dataset of the Open Reaction Database (ORD), a public repository of structured organic reaction records. describe an organic reaction: reactants, conditions, products, and yield Reactants: C(C)(C)(C)O (tert.-butanol), [Li] (lithium), CC1([C@H]([C@@H]1C(=O)Cl)C(C)=O)C (trans-3,3-dimethyl-2-acetyl-cyclopropane-carboxylic acid chloride), [Cl-].[Na+] (sodium chloride), ice. Procedure: 36.6 g (0.495 mol) of tert.-butanol were added dropwise to a mixture of 6.3 g (0.165 mol) of lithium alanate and 100 ml of tetrahydrofuran at 20°-30° C. in the course of 1 hour. The mixture was subsequently stirred at room temperature for 2 hours and was then added dropwise to a solution of 26.1 g (0.15 mol) of trans-3,3-dimethyl-2-acetyl-cyclopropane-carboxylic acid chloride in 75 ml of tetrahydrofuran at -50° to -60° C. When the addition had ended, the mixture was subsequently stirred for 1 ho... As a reaction SMILES: C(O)(C)(C)C.[Li].[CH3:7][C:8]1([CH3:17])[C@@H:10]([C:11](Cl)=[O:12])[C@@H:9]1[C:14](=[O:16])[CH3:15].[Cl-].[Na+]>O1CCCC1>[CH3:7][C:8]1([CH3:17])[C@@H:10]([CH:11]=[O:12])[C@@H:9]1[C:14](=[O:16])[CH3:15] |f:3.4,^1:5|. Run at time 2 hour. Isolated yield 60.4%. Yields the product CC1([C@H]([C@@H]1C=O)C(C)=O)C (trans-3,3-dimethyl-2-acetyl-cyclopropane-carbaldehyde). The solvent is O1CCCC1 (tetrahydrofuran), O1CCCC1 (tetrahydrofuran). Starting materials: C(C1=CC=CC=C1)C=1NC(=C(N1)C(=O)OC)C(=O)OC (dimethyl 2-benzyl-4,5-imidazoledicarboxylate), C(C)(=O)O (acetic acid), [N+](=[N-])=C (diazomethane), [N+](=[N-])=C (diazomethane). Solvent: CCOCC (ether), CCOCC (ether). Run at time 8 hour. The product is CN1C(=NC(=C1C(=O)OC)C(=O)OC)CC1=CC=CC=C1 (dimethyl 1-methyl-2-benzyl-4,5-imidazole dicarboxylate). Reaction SMILES: [N+](=[CH2:3])=[N-].[CH2:4]([C:11]1[NH:12][C:13]([C:20]([O:22][CH3:23])=[O:21])=[C:14]([C:16]([O:18][CH3:19])=[O:17])[N:15]=1)[C:5]1[CH:10]=[CH:9][CH:8]=[CH:7][CH:6]=1.C(O)(=O)C>CCOCC>[CH3:3][N:15]1[C:14]([C:16]([O:18][CH3:19])=[O:17])=[C:13]([C:20]([O:22][CH3:23])=[O:21])[N:12]=[C:11]1[CH2:4][C:5]1[CH:6]=[CH:7][CH:8]=[CH:9][CH:10]=1. Procedure details: A solution of diazomethane (1.5 g, 35.7 mmol) in ether (100 ml) was slowly added at 0° C. with stirring to a suspension of the above ester (18.59 mmol) in ether (100 mL). After the addition was completed, the solution was stirred at room temperature overnight. Excess diazomethane was decomposed by the slow and careful addition of dilute acetic acid and the mixture was concentrated in vacuo. Water (50 mL) was added and the mixture was thoroughly extracted with dichloromethane. The organic phase w... Reactants: Fc1ccc(-c2cc(Cl)c(CBr)c(Cl)c2)cc1, C=CCCC(=O)N1C(=O)OCC1Cc1ccccc1, C1CCOC1, C[Si](C)(C)[N-][Si](C)(C)C, [Li+]. The product is C=CCC(Cc1c(Cl)cc(-c2ccc(F)cc2)cc1Cl)C(=O)N1C(=O)OCC1Cc1ccccc1. As a reaction SMILES: [Br:30][CH2:31][c:32]1[c:33]([Cl:46])[cH:34][c:35](-[c:39]2[cH:40][cH:41][c:42]([F:45])[cH:43][cH:44]2)[cH:36][c:37]1[Cl:38].[CH2:1]([c:2]1[cH:3][cH:4][cH:5][cH:6][cH:7]1)[CH:8]1[N:9]([C:14]([CH2:15][CH2:16][CH:17]=[CH2:18])=[O:19])[C:10](=[O:13])[O:11][CH2:12]1.[CH2:47]1[O:48][CH2:49][CH2:50][CH2:51]1.[CH3:20][Si:21]([N-:22][Si:23]([CH3:24])([CH3:25])[CH3:26])([CH3:27])[CH3:28].[Li+:29]>>[CH2:1]([c:2]1[cH:3][cH:4][cH:5][cH:6][cH:7]1)[CH:8]1[N:9]([C:14]([CH:15]([CH2:16][CH:17]=[CH2:18])[CH2:31][c:32]2[c:33]([Cl:46])[cH:34][c:35](-[c:39]3[cH:40][cH:41][c:42]([F:45])[cH:43][cH:44]3)[cH:36][c:37]2[Cl:38])=[O:19])[C:10](=[O:13])[O:11][CH2:12]1. Reaction SMILES: [CH:1]1[CH2:5][CH:4]=[CH:3][CH:2]=1.[CH2:6]([Li])[CH2:7][CH2:8][CH3:9]>[Cl-].[Cl-].[Cl-].[Cl-].[Zr+4]>[CH2:6]([C:2]1[CH2:1][CH:5]=[CH:4][CH:3]=1)[CH2:7][CH2:8][CH3:9] |f:2.3.4.5.6|. Starting materials: C1=CC=CC1 (cyclopentadiene), C(CCC)[Li] (n-butyllithium). Product: C(CCC)C1=CC=CC1 (n-Butylcyclopentadiene). Run at temperature 0 celsius. Reagents/catalysts: [Cl-].[Cl-].[Cl-].[Cl-].[Zr+4] (ZrCl4). Procedure: n-Butylcyclopentadiene was prepared analogously to Example 1 and freed or inorganic salts and excess cyclopentadiene. The solution so obtained was cooled to 0° C. and subsequently admixed dropwise with 9.7 g of n-butyllithium (90% strength in hexane; 136 mmol). The mixture was allowed to react for a further 30 minutes while stirring. 15.8 g of ZrCl4 (68 mmol) was added at 0°-10° C. and the mixture was stirred for 2 hours at room temperature. Starting materials: BrC1=C(C=CC(=C1)[N+](=O)[O-])C (2-bromo-4-nitrotoluene), N (ammonia), C(C)O (ethanol), C(C)(=O)O (acetic acid). The reagents and catalysts are [Fe] (iron). Solvent: O (water). Run at temperature 70 celsius. The product is BrC=1C=C(C=CC1C)N (3-Bromo-4-methylphenylamine). Isolated yield 98.6%. As a reaction SMILES: [Br:1][C:2]1[CH:7]=[C:6]([N+:8]([O-])=O)[CH:5]=[CH:4][C:3]=1[CH3:11].C(O)C.C(O)(=O)C.N>O.[Fe]>[Br:1][C:2]1[CH:7]=[C:6]([NH2:8])[CH:5]=[CH:4][C:3]=1[CH3:11]. Procedure details: 30 g (139 mmol) of 2-bromo-4-nitrotoluene are placed in 180 ml of water, 400 ml of ethanol and 110 ml of acetic acid in a round-bottomed flask and under a stream of nitrogen. The medium is heated to 70° C. and 31 g (556 mmol) of iron are added portionwise. The mixture is refluxed for 2 hours and, after cooling, 180 ml of 34% aqueous ammonia are added slowly. The mixture is filtered through Celite and the organic phase is extracted with water and ethyl acetate. It is then dried over magnesium sul... Reactants: O=C1NC2=CC[C@H]3[C@@H]4CC[C@@H]([C@@]4(C)CC[C@@H]3[C@]2(CC1)C)C(=O)O (3-oxo-4-azaandrost-5-ene-17β-carboxylic acid), S1C(=CC=C1)C(CC=1SC=CC1)N (1,2-di(2-thienyl)ethylamine). Product: S1C(=CC=C1)C(CC=1SC=CC1)NC(=O)[C@@H]1[C@]2(C)[C@@H](CC1)[C@@H]1CC=C3NC(CC[C@]3(C)[C@H]1CC2)=O (N-[1,2-Di(2-thienyl)ethyl]-3-oxo-4-azaandrost-5-ene-17β-carboxamide). The yield is 40.0%. Reaction SMILES: [O:1]=[C:2]1[CH2:19][CH2:18][C@@:17]2([CH3:20])[C:4](=[CH:5][CH2:6][C@@H:7]3[C@@H:16]2[CH2:15][CH2:14][C@@:12]2([CH3:13])[C@H:8]3[CH2:9][CH2:10][C@@H:11]2[C:21](O)=[O:22])[NH:3]1.[S:24]1[CH:28]=[CH:27][CH:26]=[C:25]1[CH:29]([NH2:36])[CH2:30][C:31]1[S:32][CH:33]=[CH:34][CH:35]=1>>[S:24]1[CH:28]=[CH:27][CH:26]=[C:25]1[CH:29]([NH:36][C:21]([C@H:11]1[CH2:10][CH2:9][C@H:8]2[C@H:7]3[C@H:16]([CH2:15][CH2:14][C@:12]12[CH3:13])[C@:17]1([CH3:20])[C:4]([NH:3][C:2](=[O:1])[CH2:19][CH2:18]1)=[CH:5][CH2:6]3)=[O:22])[CH2:30][C:31]1[S:32][CH:33]=[CH:34][CH:35]=1. Procedure details: The title compound was prepared in a yield of 40% in a similar manner to that described in Example 1 by reacting 3-oxo-4-azaandrost-5-ene-17β-carboxylic acid and 1,2-di(2-thienyl)ethylamine.